describe an organic reaction: reactants, conditions, products, and yield From a dataset of the Open Reaction Database (ORD), a public repository of structured organic reaction records. The reactants are ClS(=O)(=O)O (chlorosulfonic acid), COC1=CC=CC2=CC=CC=C12 (1-methoxy naphthalene), P(Cl)(Cl)(Cl)(Cl)Cl (phosphorus pentachloride). The solvent is ClCCl (dichloromethane). Conditions: temperature 0 celsius. Product: COC1=CC=C(C2=CC=CC=C12)S(=O)(=O)Cl (4-methoxy-1-naphthyl sulfonyl chloride). The yield is 93.0%. Reaction SMILES: [CH3:1][O:2][C:3]1[C:12]2[C:7](=[CH:8][CH:9]=[CH:10][CH:11]=2)[CH:6]=[CH:5][CH:4]=1.[Cl:13][S:14](O)(=[O:16])=[O:15].P(Cl)(Cl)(Cl)(Cl)Cl>ClCCl>[CH3:1][O:2][C:3]1[C:12]2[C:7](=[CH:8][CH:9]=[CH:10][CH:11]=2)[C:6]([S:14]([Cl:13])(=[O:16])=[O:15])=[CH:5][CH:4]=1. Reported procedure: To a cooled (0° C.) solution of 1-methoxy naphthalene (5 cm3, 34.5 mmol) in dichloromethane (20 cm3) was added, over a 10 minute period, chlorosulfonic acid (4.6 cm3, 69.0 mmol). Following this addition, phosphorus pentachloride (7.2 g, 34.5 mmol) was added and the reaction was maintained at 0° C. for a further 45 min. The reaction was then quenched by pouring onto ice/water (50 cm3), and allowed to warm to room temperature. Further dichloromethane (40 cm3) was added and the solution was transfe...